Task: describe an organic reaction: reactants, conditions, products, and yield. Dataset: the Open Reaction Database (ORD), a public repository of structured organic reaction records Reactants: C, CO, Cl, O=[N+]([O-])c1ccc(-c2cnn3c(O)ncnc23)cc1, [Pd]. The product is Nc1ccc(-c2cnn3c(O)ncnc23)cc1. As a reaction SMILES: [C:23].[CH3:21][OH:22].[ClH:20].[OH:1][c:2]1[n:3][cH:4][n:5][c:6]2[n:7]1[n:8][cH:9][c:10]2-[c:11]1[cH:12][cH:13][c:14]([N+:17]([O-:18])=[O:19])[cH:15][cH:16]1.[Pd:24]>>[OH:1][c:2]1[n:3][cH:4][n:5][c:6]2[n:7]1[n:8][cH:9][c:10]2-[c:11]1[cH:12][cH:13][c:14]([NH2:17])[cH:15][cH:16]1. Reactants: CCCn1c(=O)cc2n(c1=O)CCCS2, CN(C)C=O, O, O=P(Cl)(Cl)Cl. Yields the product CCCn1c(=O)c(C=O)c2n(c1=O)CCCS2. As a reaction SMILES: [CH2:6]([CH2:7][CH3:8])[n:9]1[c:10](=[O:20])[n:11]2[c:12]([cH:17][c:18]1=[O:19])[S:13][CH2:14][CH2:15][CH2:16]2.[O:22]=[CH:23][N:24]([CH3:25])[CH3:26].[OH2:21].[P:1]([Cl:2])([Cl:3])([Cl:4])=[O:5]>>[CH2:6]([CH2:7][CH3:8])[n:9]1[c:10](=[O:20])[n:11]2[c:12]([c:17]([CH:23]=[O:22])[c:18]1=[O:19])[S:13][CH2:14][CH2:15][CH2:16]2.